Dataset: the Open Reaction Database (ORD), a public repository of structured organic reaction records. Task: describe an organic reaction: reactants, conditions, products, and yield Starting materials: COc1cc(C=O)cc(OC)c1, CC(=O)O, CNCC(O)COc1cccc2[nH]c3ccccc3c12. The product is COc1cc(CN(C)CC(O)COc2cccc3[nH]c4ccccc4c23)cc(OC)c1. Reaction SMILES: [CH3:21][O:22][c:23]1[cH:24][c:25]([CH:26]=[O:27])[cH:28][c:29]([O:31][CH3:32])[cH:30]1.[CH3:33][C:34](=[O:35])[OH:36].[cH:1]1[cH:2][cH:3][c:4]([O:14][CH2:15][CH:16]([CH2:17][NH:18][CH3:19])[OH:20])[c:5]2[c:6]3[cH:7][cH:8][cH:9][cH:10][c:11]3[nH:12][c:13]12>>[cH:1]1[cH:2][cH:3][c:4]([O:14][CH2:15][CH:16]([CH2:17][N:18]([CH3:19])[CH2:26][c:25]2[cH:24][c:23]([O:22][CH3:21])[cH:30][c:29]([O:31][CH3:32])[cH:28]2)[OH:20])[c:5]2[c:6]3[cH:7][cH:8][cH:9][cH:10][c:11]3[nH:12][c:13]12. The reactants are CC(=O)SC1CC(=O)N(Cc2ccc(Oc3ccc(Cl)cc3)cc2)C1, CC(=O)Cl, CCO. Yields the product O=C1CC(S)CN1Cc1ccc(Oc2ccc(Cl)cc2)cc1. As a reaction SMILES: [C:5](=[O:6])([CH3:7])[S:8][CH:9]1[CH2:10][C:11](=[O:29])[N:12]([CH2:14][c:15]2[cH:16][cH:17][c:18]([O:21][c:22]3[cH:23][cH:24][c:25]([Cl:28])[cH:26][cH:27]3)[cH:19][cH:20]2)[CH2:13]1.[CH3:1][C:2](=[O:3])[Cl:4].[CH3:30][CH2:31][OH:32]>>[SH:8][CH:9]1[CH2:10][C:11](=[O:29])[N:12]([CH2:14][c:15]2[cH:16][cH:17][c:18]([O:21][c:22]3[cH:23][cH:24][c:25]([Cl:28])[cH:26][cH:27]3)[cH:19][cH:20]2)[CH2:13]1. Reactants: C1(=CC=CC=C1)S(=O)(=O)O.N[C@@]1([C@@H]2[C@H]([C@@H]2C[C@@H]1F)C(=O)O[C@H](C)OC(=O)O[C@H]1[C@@H](CC[C@H](C1)C)C(C)C)C(=O)O ((1S,2S,3S,5R,6S)-2-amino-3-fluoro-6-(((S)-1-(((((1R,2S,5R)-2-isopropyl-5-methylcyclohexyl)oxy)carbonyl)oxy)ethoxy)carbonyl)bicyclo[3.1.0]hexane-2-carboxylic acid benzenesulfonate). The solvent is CC(=O)C (acetone), O (water), O (water). Run at time 2 hour. The product is N[C@@]1([C@@H]2[C@H]([C@@H]2C[C@@H]1F)C(=O)O[C@H](C)OC(=O)O[C@H]1[C@@H](CC[C@H](C1)C)C(C)C)C(=O)O ((1S,2S,3S,5R,6S)-2-Amino-3-fluoro-6-(((S)-1-(((((1R,2S,5R)-2-isopropyl-5-methylcyclohexyl)oxy)carbonyl)oxy)ethoxy)carbonyl)bicyclo[3.1.0]hexane-2-carboxylic acid). Isolated yield 99.8%. Reaction SMILES: C1(S(O)(=O)=O)C=CC=CC=1.[NH2:11][C@@:12]1([C:38]([OH:40])=[O:39])[C@@H:17]([F:18])[CH2:16][C@@H:15]2[C@H:13]1[C@H:14]2[C:19]([O:21][C@@H:22]([O:24][C:25]([O:27][C@@H:28]1[CH2:33][C@H:32]([CH3:34])[CH2:31][CH2:30][C@H:29]1[CH:35]([CH3:37])[CH3:36])=[O:26])[CH3:23])=[O:20]>CC(C)=O.O>[NH2:11][C@@:12]1([C:38]([OH:40])=[O:39])[C@@H:17]([F:18])[CH2:16][C@@H:15]2[C@H:13]1[C@H:14]2[C:19]([O:21][C@@H:22]([O:24][C:25]([O:27][C@@H:28]1[CH2:33][C@H:32]([CH3:34])[CH2:31][CH2:30][C@H:29]1[CH:35]([CH3:36])[CH3:37])=[O:26])[CH3:23])=[O:20] |f:0.1|. Procedure details: To a suspension of (1S,2S,3S,5R,6S)-2-amino-3-fluoro-6-(((S)-1-(((((1R,2S,5R)-2-isopropyl-5-methylcyclohexyl)oxy)carbonyl)oxy)ethoxy)carbonyl)bicyclo[3.1.0]hexane-2-carboxylic acid benzenesulfonate obtained in Step (4) (A-18-4, 33.0 g) in acetone (125 mL), water (25 mL) was added for dissolution. The resulting solution was added dropwise to water (1225 mL) over 30 minutes and the mixture was stirred at room temperature for 2 hours. The resulting solid was collected by filtration and washed with ... Reactants: CC(=O)OC1CC(C)c2c1ncnc2N1CCN(C(=O)OC(C)(C)C)CC1, C1CCOC1, [Cl-], [NH4+], O. The product is CC1CC(O)c2ncnc(N3CCN(C(=O)OC(C)(C)C)CC3)c21. As a reaction SMILES: [C:1](=[O:2])([CH3:3])[O:4][CH:5]1[CH2:6][CH:7]([CH3:27])[c:8]2[c:9]1[n:10][cH:11][n:12][c:13]2[N:14]1[CH2:15][CH2:16][N:17]([C:20](=[O:21])[O:22][C:23]([CH3:24])([CH3:25])[CH3:26])[CH2:18][CH2:19]1.[CH2:28]1[O:29][CH2:30][CH2:31][CH2:32]1.[Cl-:33].[NH4+:34].[OH2:35]>>[OH:4][CH:5]1[CH2:6][CH:7]([CH3:27])[c:8]2[c:9]1[n:10][cH:11][n:12][c:13]2[N:14]1[CH2:15][CH2:16][N:17]([C:20](=[O:21])[O:22][C:23]([CH3:24])([CH3:25])[CH3:26])[CH2:18][CH2:19]1. The reactants are Oc1ccc(Br)cc1, O=C([O-])[O-], CC#N, CS(=O)(=O)OCCC(c1ccccc1)c1ccccc1, [K+], [K+]. The product is Brc1ccc(OCCC(c2ccccc2)c2ccccc2)cc1. Reaction SMILES: [Br:1][c:2]1[cH:3][cH:4][c:5]([OH:8])[cH:6][cH:7]1.[C:29](=[O:30])([O-:31])[O-:32].[CH3:35][C:36]#[N:37].[CH3:9][S:10]([O:11][CH2:14][CH2:15][CH:16]([c:17]1[cH:18][cH:19][cH:20][cH:21][cH:22]1)[c:23]1[cH:24][cH:25][cH:26][cH:27][cH:28]1)(=[O:12])=[O:13].[K+:33].[K+:34]>>[Br:1][c:2]1[cH:3][cH:4][c:5]([O:8][CH2:14][CH2:15][CH:16]([c:17]2[cH:18][cH:19][cH:20][cH:21][cH:22]2)[c:23]2[cH:24][cH:25][cH:26][cH:27][cH:28]2)[cH:6][cH:7]1. Starting materials: CC(=O)OC(C)=O, CCOC(C)=O, Cc1ccccc1, CCCCCC, O=[N+]([O-])c1cccc2nc(CO)ccc12, c1ccncc1. Product: CC(=O)OCc1ccc2c([N+](=O)[O-])cccc2n1. As a reaction SMILES: [C:16]([CH3:17])(=[O:18])[O:19][C:20](=[O:21])[CH3:22].[C:30]([O:31][CH2:32][CH3:33])(=[O:34])[CH3:35].[CH3:23][c:24]1[cH:25][cH:26][cH:27][cH:28][cH:29]1.[CH3:36][CH2:37][CH2:38][CH2:39][CH2:40][CH3:41].[OH:1][CH2:2][c:3]1[n:4][c:5]2[cH:6][cH:7][cH:8][c:9]([N+:13](=[O:14])[O-:15])[c:10]2[cH:11][cH:12]1.[cH:42]1[cH:43][cH:44][n:45][cH:46][cH:47]1>>[O:1]([CH2:2][c:3]1[n:4][c:5]2[cH:6][cH:7][cH:8][c:9]([N+:13](=[O:14])[O-:15])[c:10]2[cH:11][cH:12]1)[C:16]([CH3:17])=[O:18]. Procedure: The title compound was prepared as described in Example 1A, substituting tert-butyl 4-(4-aminophenoxy)piperidine-1-carboxylate for tert-butyl 4-(4-aminophenoxy)piperidine-1-carboxylate and (S)-1-(pyridazin-3-yl)pyrrolidine-3-carboxylic acid for 1-(benzyloxycarbonyl)azetidine-3-carboxylic acid. As a reaction SMILES: [NH2:1][C:2]1[CH:21]=[CH:20][C:5]([O:6][CH:7]2[CH2:12][CH2:11][N:10]([C:13]([O:15][C:16]([CH3:19])([CH3:18])[CH3:17])=[O:14])[CH2:9][CH2:8]2)=[CH:4][CH:3]=1.[N:22]1[CH:27]=[CH:26][CH:25]=[C:24]([N:28]2[CH2:32][CH2:31][C@H:30]([C:33](O)=[O:34])[CH2:29]2)[N:23]=1.C(OC(N1CC(C(O)=O)C1)=O)C1C=CC=CC=1>>[N:22]1[CH:27]=[CH:26][CH:25]=[C:24]([N:28]2[CH2:32][CH2:31][C@H:30]([C:33]([NH:1][C:2]3[CH:3]=[CH:4][C:5]([O:6][CH:7]4[CH2:12][CH2:11][N:10]([C:13]([O:15][C:16]([CH3:17])([CH3:18])[CH3:19])=[O:14])[CH2:9][CH2:8]4)=[CH:20][CH:21]=3)=[O:34])[CH2:29]2)[N:23]=1. Reactants: NC1=CC=C(OC2CCN(CC2)C(=O)OC(C)(C)C)C=C1 (tert-butyl 4-(4-aminophenoxy)piperidine-1-carboxylate), N1=NC(=CC=C1)N1C[C@H](CC1)C(=O)O ((S)-1-(pyridazin-3-yl)pyrrolidine-3-carboxylic acid), C(C1=CC=CC=C1)OC(=O)N1CC(C1)C(=O)O (1-(benzyloxycarbonyl)azetidine-3-carboxylic acid). Yields the product N1=NC(=CC=C1)N1C[C@H](CC1)C(=O)NC1=CC=C(OC2CCN(CC2)C(=O)OC(C)(C)C)C=C1 ((S)-tert-butyl 4-(4-(1-(pyridazin-3-yl)pyrrolidine-3-carboxamido)phenoxy)piperidine-1-carboxylate).